This data is from the Open Reaction Database (ORD), a public repository of structured organic reaction records. The task is: describe an organic reaction: reactants, conditions, products, and yield The reactants are CI, CC(C)=O, CC12CCC3c4ccc(OC(=O)c5ccccc5)cc4CCC3C1CCC2OC(=O)c1cccnc1. Product: [I-], C[n+]1cccc(C(=O)OC2CCC3C4CCc5cc(OC(=O)c6ccccc6)ccc5C4CCC23C)c1. As a reaction SMILES: [CH3:37][I:38].[CH3:39][C:40](=[O:41])[CH3:42].[c:1]1([C:7](=[O:8])[O:9][c:10]2[cH:11][c:12]3[c:25]([cH:26][cH:27]2)[CH:24]2[CH:15]([CH2:14][CH2:13]3)[CH:16]3[CH2:17][CH2:18][CH:19]([O:28][C:29](=[O:30])[c:31]4[cH:32][n:33][cH:34][cH:35][cH:36]4)[C:20]3([CH3:21])[CH2:22][CH2:23]2)[cH:2][cH:3][cH:4][cH:5][cH:6]1>>[I-:38].[c:1]1([C:7](=[O:8])[O:9][c:10]2[cH:11][c:12]3[c:25]([cH:26][cH:27]2)[CH:24]2[CH:15]([CH2:14][CH2:13]3)[CH:16]3[CH2:17][CH2:18][CH:19]([O:28][C:29](=[O:30])[c:31]4[cH:32][n+:33]([CH3:37])[cH:34][cH:35][cH:36]4)[C:20]3([CH3:21])[CH2:22][CH2:23]2)[cH:2][cH:3][cH:4][cH:5][cH:6]1. Reactants: BrC1=CC(=C(C=C1)F)[N+](=O)[O-] (4-bromo-1-fluoro -2-nitrobenzene), C(#C)C=1C=NC=C(C#N)C1 (5-ethynylnicotinonitrile). Product: FC1=C(C=C(C=C1)C#CC=1C=NC=C(C#N)C1)[N+](=O)[O-] (5-(4-Fluoro-3-nitrophenylethynyl)-nicotinonitrile). Yield: 9.1%. As a reaction SMILES: Br[C:2]1[CH:7]=[CH:6][C:5]([F:8])=[C:4]([N+:9]([O-:11])=[O:10])[CH:3]=1.[C:12]([C:14]1[CH:15]=[N:16][CH:17]=[C:18]([CH:21]=1)[C:19]#[N:20])#[CH:13]>>[F:8][C:5]1[CH:6]=[CH:7][C:2]([C:13]#[C:12][C:14]2[CH:15]=[N:16][CH:17]=[C:18]([CH:21]=2)[C:19]#[N:20])=[CH:3][C:4]=1[N+:9]([O-:11])=[O:10]. Reported procedure: Prepare essentially as described in EXAMPLE 142 using 4-bromo-1-fluoro -2-nitrobenzene (1.0 g, 4.5 mmol) and 5-ethynylnicotinonitrile, (prepared as described in PREPARATION 4), (0.7 g, 5.5 mmol) to give the title compound as a yellow solid (0.11 g, 9%). Reactants: C(C)(C)(C)OC(=O)N1C(C(C2=CC=C(C=C12)Cl)=CC1=C(C=CC(=C1)Cl)OC(C)(C)C(=O)OCC)=O (6-Chloro-3-[5-chloro-2-(1-ethoxycarbonyl-1-methyl-ethoxy)-benzylidene]-2-oxo-2,3-dihydro-indole-1-carboxylic acid tert-butyl ester), FC1=C(C=C(C=C1)F)C=NC(=C)O[Si](C)(C)C (1-(2,5-difluoro-phenyl)-3-trimethylsilyoxy-2-aza-1,3-butadiene). Run in C1(=CC=CC=C1)C (toluene). Reaction conditions: temperature 80 celsius. Yields the product ClC1=CC=C2C(=C1)NC(C21C(NC(CC1C1=C(C=CC(=C1)Cl)OC(C)(C)C(=O)OCC)=O)C1=C(C=CC(=C1)F)F)=O (racemic (2′R,3S,4′R)-6-chloro-4′-[5-chloro-2-(1-ethoxycarbonyl-1-methyl-ethoxy)-phenyl]-2′-(2,5-difluoro phenyl)spiro[3H-indole-3,3′-piperidine]-2,6′(1H)-dione). Yield: 0.1%. As a reaction SMILES: C(OC([N:8]1[C:16]2[C:11](=[CH:12][CH:13]=[C:14]([Cl:17])[CH:15]=2)[C:10](=[CH:18][C:19]2[CH:24]=[C:23]([Cl:25])[CH:22]=[CH:21][C:20]=2[O:26][C:27]([C:30]([O:32][CH2:33][CH3:34])=[O:31])([CH3:29])[CH3:28])[C:9]1=[O:35])=O)(C)(C)C.[F:36][C:37]1[CH:42]=[CH:41][C:40]([F:43])=[CH:39][C:38]=1[CH:44]=[N:45][C:46]([O:48][Si](C)(C)C)=[CH2:47]>C1(C)C=CC=CC=1>[Cl:17][C:14]1[CH:15]=[C:16]2[NH:8][C:9](=[O:35])[C:10]3([CH:18]([C:19]4[CH:24]=[C:23]([Cl:25])[CH:22]=[CH:21][C:20]=4[O:26][C:27]([C:30]([O:32][CH2:33][CH3:34])=[O:31])([CH3:29])[CH3:28])[CH2:47][C:46](=[O:48])[NH:45][CH:44]3[C:38]3[CH:39]=[C:40]([F:43])[CH:41]=[CH:42][C:37]=3[F:36])[C:11]2=[CH:12][CH:13]=1. Procedure: Under argon protection, E/Z 6-Chloro-3-[5-chloro-2-(1-ethoxycarbonyl-1-methyl-ethoxy)-benzylidene]-2-oxo-2,3-dihydro-indole-1-carboxylic acid tert-butyl ester prepared in Example 229c (8 g, 15.4 mmol) and 1-(2,5-difluoro-phenyl)-3-trimethylsilyoxy-2-aza-1,3-butadiene (30.8 mmol) were dissolved in toluene. The solution was heated at 80° C. for 5 h. Then the solution was concentrated and the residue was purified by chromatography (CH2Cl2:CH3OH=50:1) to obtain 1.7 g crude product. The crude product... Reactants: [BH4-], CCOC(=O)C(CC(=O)O)=C(c1ccc(F)cc1)c1ccc(S(C)(=O)=O)cc1, CCO, [Ca+2], [Cl-], [Cl-], Cl, [K+], [Na+], [OH-], O. Yields the product CS(=O)(=O)c1ccc(C(=C2COC(=O)C2)c2ccc(F)cc2)cc1. Reaction SMILES: [BH4-:32].[CH2:4]([O:5][C:7](=[O:6])[C:9]([CH2:10][C:11](=[O:12])[OH:13])=[C:14]([c:15]1[cH:16][cH:17][c:18]([S:21](=[O:22])(=[O:23])[CH3:24])[cH:19][cH:20]1)[c:25]1[cH:26][cH:27][c:28]([F:31])[cH:29][cH:30]1)[CH3:8].[CH3:37][CH2:38][OH:39].[Ca+2:3].[Cl-:1].[Cl-:2].[ClH:36].[K+:35].[Na+:33].[OH-:34].[OH2:40]>>[CH2:7]1[C:9](=[C:14]([c:15]2[cH:16][cH:17][c:18]([S:21](=[O:22])(=[O:23])[CH3:24])[cH:19][cH:20]2)[c:25]2[cH:26][cH:27][c:28]([F:31])[cH:29][cH:30]2)[CH2:10][C:11](=[O:12])[O:13]1. Reactants: FC1=C(C(=O)C2CCN(CC2)C)C=C(C=C1)F (4-(2,5-difluorobenzoyl)-1-methylpiperidine), O.NN (hydrazine monohydrate). The solvent is O (H2O). Yields the product FC=1C=C2C(=NNC2=CC1)C1CCN(CC1)C (5-fluoro-3-(1-methyl-4-piperidinyl)-1H-indazole). The yield is 22.0%. As a reaction SMILES: F[C:2]1[CH:16]=[CH:15][C:14]([F:17])=[CH:13][C:3]=1[C:4]([CH:6]1[CH2:11][CH2:10][N:9]([CH3:12])[CH2:8][CH2:7]1)=O.O.[NH2:19][NH2:20]>O>[F:17][C:14]1[CH:13]=[C:3]2[C:2](=[CH:16][CH:15]=1)[NH:20][N:19]=[C:4]2[CH:6]1[CH2:11][CH2:10][N:9]([CH3:12])[CH2:8][CH2:7]1 |f:1.2|. Procedure details: A mixture of 4-(2,5-difluorobenzoyl)-1-methylpiperidine of Example 111 (38.5 g, 0.16 moles) and hydrazine monohydrate (79.5 g, 1.59 moles) was heated in an autoclave at 150° for 22 hours. The autoclave was cooled in an ice bath and then opened. The reaction mixture was poured into H2O, causing the product to crystallize. The product was collected and then recrystallized twice from toluene to yield 8.2 g (22%) of 5-fluoro-3-(1-methyl-4-piperidinyl)-1H-indazole, m.p. 202°-204°. The reactants are CC=1C=C(SC1)C=1C(=C(C=CC1)C(=O)C(=O)C1=CC(=C(C=C1)OC)C)C1=CC=CC=C1 (4-Methylthiophenyl-3′-methyl-4′-methoxyphenyl Benzil), O (water), CO (methanol), OOS(=O)[O-].[K+] (Oxone), O1CCCC1 (tetrahydrofuran). The product is CS(=O)(=O)C1=CC=C(C=C1)C=1C(=C(C=CC1)C(=O)C(=O)C1=CC(=C(C=C1)OC)C)C1=CC=CC=C1 (4-Methylsulfonylphenyl-3′-methyl-4′-methoxyphenyl Benzil). Isolated yield 96.0%. As a reaction SMILES: C[C:2]1[CH:3]=[C:4]([C:7]2[C:8]([C:26]3[CH:31]=[CH:30][CH:29]=[CH:28][CH:27]=3)=[C:9]([C:13]([C:15]([C:17]3[CH:22]=[CH:21][C:20]([O:23][CH3:24])=[C:19]([CH3:25])[CH:18]=3)=[O:16])=[O:14])[CH:10]=[CH:11][CH:12]=2)S[CH:6]=1.O[O:33][S:34]([O-:36])=O.[K+].O1CC[CH2:40][CH2:39]1.O.[CH3:44]O>>[CH3:44][S:34]([C:6]1[CH:2]=[CH:3][C:4]([C:7]2[C:8]([C:26]3[CH:31]=[CH:30][CH:29]=[CH:28][CH:27]=3)=[C:9]([C:13]([C:15]([C:17]3[CH:22]=[CH:21][C:20]([O:23][CH3:24])=[C:19]([CH3:25])[CH:18]=3)=[O:16])=[O:14])[CH:10]=[CH:11][CH:12]=2)=[CH:40][CH:39]=1)(=[O:36])=[O:33] |f:1.2|. Procedure details: The sulfone was synthesized according to the procedure of Example 41, Step 4 using the benzil of Example 42, Step 2 (530 mg, 1.7 mmol) and Oxone® (2.4 g, 4 mmol) in methanol (15 ml), tetrahydrofuran (10 ml) and water (5 ml). There was isolated 545 mg (96%) of the desired sulfone as a crystalline solid: mp 149-151° C. Anal. Calc'd. for C17H16O5S (MW 332.39): C, 61.43; H, 4.85; S, 9.65. Found: C, 61.40; H, 4.80; S, 9.70. The reactants are C(#N)[BH3-].[Na+] (sodium cyanoborohydride), S(=O)(=O)(O)O.[N+](=O)([O-])C=1C=C2CC(CC2=CC1)N (5-nitroindan-2-amine sulfate), O([Si](C)(C)C(C)(C)C)CC=O ((tert-butyldimethylsiloxy)acetaldehyde), C([O-])(O)=O.[Na+] (sodium bicarbonate). Run in CO (methanol), CO (methanol). Conditions: time 2 day. Yields the product [Si](C)(C)(C(C)(C)C)OCCNC1CC2=CC=C(C=C2C1)[N+](=O)[O-] (N-(2-{[tert-butyl(dimethyl)silyl]oxy}ethyl)-5-nitroindan-2-amine). Isolated yield 64.0%. As a reaction SMILES: C([BH3-])#N.[Na+].S(O)(O)(=O)=O.[N+:10]([C:13]1[CH:14]=[C:15]2[C:19](=[CH:20][CH:21]=1)[CH2:18][CH:17]([NH2:22])[CH2:16]2)([O-:12])=[O:11].[O:23]([CH2:31][CH:32]=O)[Si:24]([C:27]([CH3:30])([CH3:29])[CH3:28])([CH3:26])[CH3:25].C(=O)(O)[O-].[Na+]>CO>[Si:24]([O:23][CH2:31][CH2:32][NH:22][CH:17]1[CH2:16][C:15]2[C:19](=[CH:20][CH:21]=[C:13]([N+:10]([O-:12])=[O:11])[CH:14]=2)[CH2:18]1)([C:27]([CH3:30])([CH3:29])[CH3:28])([CH3:26])[CH3:25] |f:0.1,2.3,5.6|. Reported procedure: 0.91 g of sodium cyanoborohydride was added to a methanol (100 mL) solution of 2 g of 5-nitroindan-2-amine sulfate and 1.9 g of (tert-butyldimethylsiloxy)acetaldehyde, and stirred at room temperature for 2 days. The reaction liquid was neutralized with aqueous saturated sodium bicarbonate solution, and methanol was evaporated away under reduced pressure. The residue was diluted with water, and extracted three times with chloroform. The organic layer was dried with anhydrous magnesium sulfate, th...